This data is from the Open Reaction Database (ORD), a public repository of structured organic reaction records. The task is: describe an organic reaction: reactants, conditions, products, and yield The reactants are C(=O)([O-])[O-].[Na+].[Na+] (Na2CO3), C(=O)([O-])[O-].[Na+].[Na+] (Na2CO3), ClC(=O)OCC1=CC=CC=C1 (Benzyl chloroformate), ClCl (Cl2), C1(CCCCC1)=NO (Cyclohexanone oxime), C1=CC=CC1 (cyclopentadiene). Solvent: O (water), O (water), C(C)(C)(C)OC (methyl t-butyl ether). Reaction conditions: temperature -10 celsius. Product: C12ON(C(C=C1)C2)C(=O)OCC2=CC=CC=C2 (Benzyl 2-oxa-3-azabicyclo[2.2.1]hept-5-ene-3-carboxylate). RXN SMILES: [C:1]1(=[N:7][OH:8])[CH2:6][CH2:5][CH2:4][CH2:3]C1.ClCl.C([O-])([O-])=O.[Na+].[Na+].Cl[C:18]([O:20][CH2:21][C:22]1[CH:27]=[CH:26][CH:25]=[CH:24][CH:23]=1)=[O:19].C1CC=CC=1>O.C(OC)(C)(C)C>[CH:4]12[CH2:3][CH:1]([CH:6]=[CH:5]1)[N:7]([C:18]([O:20][CH2:21][C:22]1[CH:27]=[CH:26][CH:25]=[CH:24][CH:23]=1)=[O:19])[O:8]2 |f:2.3.4|. Procedure details: Cyclohexanone oxime (20.04 g, 171.8 mmol) and methyl t-butyl ether (110 mL) were added to a reactor at 25° C. and stirred under N2 (g). The solution was cooled to −10° C. and Cl2 (g) was added during 15 min until a deep blue, clear solution was obtained. Vacuum was applied to remove remaining Cl2 and possible HCl from the reaction mixture. The temperature was set to −2° C., and a solution of Na2CO3 (11.03 g, 103 mmol) in water (90 mL) was slowly added during 30 min. The phases were separated and... Starting materials: C(C=C)(=O)N1C(CN(CC1)C(=O)OC(C)(C)C)C(N)=O (tert-butyl 4-acryloyl-3-carbamoylpiperazine-1-carboxylate), Cl.CO (HCl MeOH). Reaction conditions: time 1 hour. Yields the product Cl.C(C=C)(=O)N1C(CNCC1)C(=O)N (1-Acryloylpiperazine-2-carboxamide hydrochloride). As a reaction SMILES: [C:1]([N:5]1[CH2:10][CH2:9][N:8](C(OC(C)(C)C)=O)[CH2:7][CH:6]1[C:18](=[O:20])[NH2:19])(=[O:4])[CH:2]=[CH2:3].[ClH:21].CO>>[ClH:21].[C:1]([N:5]1[CH2:10][CH2:9][NH:8][CH2:7][CH:6]1[C:18]([NH2:19])=[O:20])(=[O:4])[CH:2]=[CH2:3] |f:1.2,3.4|. Reported procedure: A mixture of tert-butyl 4-acryloyl-3-carbamoylpiperazine-1-carboxylate (200 mg, 0.706 mmol) in HCl/MeOH (20 mL, 2.86; N) was stirred at room temperature for 1 h. The mixture was concentrated in vacuo to yield the crude product (160 mg) as a yellow solid which was used directly in next step without further purification.